Dataset: the Open Reaction Database (ORD), a public repository of structured organic reaction records. Task: describe an organic reaction: reactants, conditions, products, and yield Starting materials: O=C1CCC(=O)N1Br, CN(C)C=O, FC(F)(F)c1cc(Cl)c(-c2ncc[nH]2)c(Cl)c1, O. The product is FC(F)(F)c1cc(Cl)c(-c2nc(Br)c[nH]2)c(Cl)c1. As a reaction SMILES: [Br:1][N:2]1[C:3](=[O:4])[CH2:5][CH2:6][C:7]1=[O:8].[CH3:27][N:28]([CH3:29])[CH:30]=[O:31].[Cl:9][c:10]1[c:11](-[c:21]2[nH:22][cH:23][cH:24][n:25]2)[c:12]([Cl:20])[cH:13][c:14]([C:16]([F:17])([F:18])[F:19])[cH:15]1.[OH2:26]>>[Br:1][c:24]1[cH:23][nH:22][c:21](-[c:11]2[c:10]([Cl:9])[cH:15][c:14]([C:16]([F:17])([F:18])[F:19])[cH:13][c:12]2[Cl:20])[n:25]1. Product: CC(=O)Nc1scc(C)c1C(=O)c1ccccc1. As a reaction SMILES: [CH3:22][C:23]([Cl:24])=[O:25].[NH2:1][c:2]1[s:3][cH:4][c:5]([CH3:15])[c:6]1[C:7]([c:8]1[cH:9][cH:10][cH:11][cH:12][cH:13]1)=[O:14].[OH2:26].[cH:16]1[cH:17][cH:18][n:19][cH:20][cH:21]1>>[NH:1]([c:2]1[s:3][cH:4][c:5]([CH3:15])[c:6]1[C:7]([c:8]1[cH:9][cH:10][cH:11][cH:12][cH:13]1)=[O:14])[C:23]([CH3:22])=[O:25]. The reactants are CC(=O)Cl, Cc1csc(N)c1C(=O)c1ccccc1, O, c1ccncc1. Starting materials: CO, N, COc1cc2c(=O)n(COC(=O)C(C)(C)C)cnc2cc1OCC(O)CN1CCN(C)CC1. Yields the product COc1cc2c(=O)[nH]cnc2cc1OCC(O)CN1CCN(C)CC1. As a reaction SMILES: [CH3:35][OH:36].[NH3:34].[OH:1][CH:2]([CH2:3][O:4][c:5]1[c:6]([O:24][CH3:25])[cH:7][c:8]2[c:9](=[O:23])[n:10]([CH2:15][O:16][C:17](=[O:18])[C:19]([CH3:20])([CH3:21])[CH3:22])[cH:11][n:12][c:13]2[cH:14]1)[CH2:26][N:27]1[CH2:28][CH2:29][N:30]([CH3:33])[CH2:31][CH2:32]1>>[OH:1][CH:2]([CH2:3][O:4][c:5]1[c:6]([O:24][CH3:25])[cH:7][c:8]2[c:9](=[O:23])[nH:10][cH:11][n:12][c:13]2[cH:14]1)[CH2:26][N:27]1[CH2:28][CH2:29][N:30]([CH3:33])[CH2:31][CH2:32]1. Starting materials: Cl (HCl), solution, ClC=1C=C(C=C(C1F)Cl)C1(CC(=NO1)C=1C=C2COC3(C2=CC1)CN(C3)C(=O)OC(C)(C)C)C(F)(F)F (tert-butyl 5′-(5-(3,5-dichloro-4-fluorophenyl)-5-(trifluoromethyl)-4,5-dihydroisoxazol-3-yl)-3′H-spiro[azetidine-3,1′-isobenzofuran]-1-carboxylate). Solvent: CO (methanol). Conditions: temperature 65 celsius. Product: Cl.ClC=1C=C(C=C(C1F)Cl)C1(CC(=NO1)C=1C=C2COC3(C2=CC1)CNC3)C(F)(F)F (5′-(5-(3,5-dichloro-4-fluorophenyl)-5-(trifluoromethyl)-4,5-dihydroisoxazol-3-yl)-3′H-spiro[azetidine-3,1′-isobenzofuran]hydrochloride). Yield: 196.9%. RXN SMILES: [Cl:1][C:2]1[CH:3]=[C:4]([C:10]2([C:34]([F:37])([F:36])[F:35])[O:14][N:13]=[C:12]([C:15]3[CH:16]=[C:17]4[C:21](=[CH:22][CH:23]=3)[C:20]3([CH2:26][N:25](C(OC(C)(C)C)=O)[CH2:24]3)[O:19][CH2:18]4)[CH2:11]2)[CH:5]=[C:6]([Cl:9])[C:7]=1[F:8].Cl>CO>[ClH:1].[Cl:9][C:6]1[CH:5]=[C:4]([C:10]2([C:34]([F:35])([F:37])[F:36])[O:14][N:13]=[C:12]([C:15]3[CH:16]=[C:17]4[C:21](=[CH:22][CH:23]=3)[C:20]3([CH2:24][NH:25][CH2:26]3)[O:19][CH2:18]4)[CH2:11]2)[CH:3]=[C:2]([Cl:1])[C:7]=1[F:8] |f:3.4|. Procedure details: Chiral-tert-butyl 5′-(5-(3,5-dichloro-4-fluorophenyl)-5-(trifluoromethyl)-4,5-dihydroisoxazol-3-yl)-3′H-spiro[azetidine-3,1′-isobenzofuran]-1-carboxylate (Preparation 5, 1.1 g, 2.0 mmol) was dissolved in methanol (50 mL). A methanolic solution of HCl (5 mL of a 1.25M solution) was added and the reaction was heated to 65° C. for 18 hours. The reaction was cooled and concentrated under vacuum to afford the intermediate (980 mg, 100%) a solid. 1H NMR, 300 MHz (d6-DMSO) δ ppm: 9.86 (1H), 9.45 (1H), ... Reactants: C(=O)(O)[O-].[Na+] (NaHCO3), C(C)(=O)OCC (ethyl acetate), C(CC(C)O)O (1,3-butane diol), TEA, FC(C1=C(C=CC=C1)S(=O)(=O)Cl)(F)F (o-(trifluoromethyl)benzenesulfonyl chloride). The solvent is C(Cl)Cl (CH2Cl2), hexanes, C(Cl)Cl (CH2Cl2). Conditions: temperature 0 celsius, time 2 hour. Yields the product FC(C1=C(C=CC=C1)S(=O)(=O)OCCC(C)O)(F)F (3-Hydroxybutyl 2-(trifluoromethyl)benzenesulfonate). Isolated yield 83.8%. Reaction SMILES: [CH2:1]([OH:6])[CH2:2][CH:3]([OH:5])[CH3:4].[F:7][C:8]([F:20])([F:19])[C:9]1[CH:14]=[CH:13][CH:12]=[CH:11][C:10]=1[S:15](Cl)(=[O:17])=[O:16].C([O-])(O)=O.[Na+].C(OCC)(=O)C>C(Cl)Cl>[F:20][C:8]([F:7])([F:19])[C:9]1[CH:14]=[CH:13][CH:12]=[CH:11][C:10]=1[S:15]([O:6][CH2:1][CH2:2][CH:3]([OH:5])[CH3:4])(=[O:16])=[O:17] |f:2.3|. Procedure details: To a solution of 1,3-butane diol (2.18 g, 24 mmol) and TEA (1.64 g, 16 mmol) in CH2Cl2 (15 mL) at 0° C. was added o-(trifluoromethyl)benzenesulfonyl chloride (2 g, 8 mmol) dissolved in CH2Cl2 (20 mL). The solution was stirred at 0° C. for 2 h. Saturated aqueous NaHCO3 (15 mL) was added to the solution and mixture was stirred at rt for 45 min. The organics were extracted with CH2Cl2 (150 mL) and washed with 0.5 M HCl (2×80 mL) and saturated aqueous NaCl (1×50 mL). The organics were dried over Na2...